From a dataset of the Open Reaction Database (ORD), a public repository of structured organic reaction records. describe an organic reaction: reactants, conditions, products, and yield Isolated yield 33.5%. Starting materials: N(=O)[O-].[Na+] (sodium nitrite), S([O-])(O)=O.[Na+] (sodium bisulfite), NC=1C(=NC(=CC1Cl)Cl)C(=O)OC (Methyl 3-amino-4,6-dichloropicolinate), [I-].[Na+] (sodium iodide). As a reaction SMILES: N[C:2]1[C:3]([C:10]([O:12][CH3:13])=[O:11])=[N:4][C:5]([Cl:9])=[CH:6][C:7]=1[Cl:8].N([O-])=O.[Na+].[I-:18].[Na+].S(=O)(O)[O-].[Na+]>Cl.O.ClCCl>[Cl:8][C:7]1[CH:6]=[C:5]([Cl:9])[N:4]=[C:3]([C:10]([O:12][CH3:13])=[O:11])[C:2]=1[I:18] |f:1.2,3.4,5.6|. Yields the product ClC1=C(C(=NC(=C1)Cl)C(=O)OC)I (methyl 4,6-dichloro-3-iodopicolinate). Run in O (water), Cl (HCl), O (water), ClCCl (dichlormethane). Reported procedure: Methyl 3-amino-4,6-dichloropicolinate (1.2 g, 5.4 mmol) was dissolved in concentrated HCl (15 mL), cooled to 5° C., and treated with a solution of sodium nitrite (0.56 g, 8.1 mmol) in 2 ml of water. The reaction mixture was stirred for 20 minutes at 5° C. and then poured carefully into a rapidly stirred mixture of sodium iodide (3.8 g; 25 mmol) in 30 mL water and 30 mL of dichlormethane. After 30 minutes, a dilute solution of sodium bisulfite was added. The dichloromethane phase was separated an... Run at temperature 5 celsius, time 20 minute.